Dataset: the Open Reaction Database (ORD), a public repository of structured organic reaction records. Task: describe an organic reaction: reactants, conditions, products, and yield Reactants: C=Cc1ccc(C)nc1, CN1CCCC1=O, Cc1ccc2[nH]c3c(c2c1)CN(C1CCC1)CC3, [K+], [OH-]. Yields the product Cc1ccc2c(c1)c1c(n2CCc2ccc(C)nc2)CCN(C2CCC2)C1. Reaction SMILES: [CH3:19][c:20]1[n:21][cH:22][c:23]([CH:26]=[CH2:27])[cH:24][cH:25]1.[CH3:30][N:31]1[CH2:32][CH2:33][CH2:34][C:35]1=[O:36].[CH:1]1([N:5]2[CH2:6][c:7]3[c:8]([nH:9][c:10]4[cH:11][cH:12][c:13]([CH3:16])[cH:14][c:15]34)[CH2:17][CH2:18]2)[CH2:2][CH2:3][CH2:4]1.[K+:29].[OH-:28]>>[CH:1]1([N:5]2[CH2:6][c:7]3[c:8]([n:9]([CH2:27][CH2:26][c:23]4[cH:22][n:21][c:20]([CH3:19])[cH:25][cH:24]4)[c:10]4[cH:11][cH:12][c:13]([CH3:16])[cH:14][c:15]34)[CH2:17][CH2:18]2)[CH2:2][CH2:3][CH2:4]1. Starting materials: CC1(OCC2=C(O1)C=CC(=C2)C(CNCCCCCCOCCCCC=2C=C(C=CC2)S(=O)(=O)N)O)C (3-{4-[(6-{[2-(2,2-dimethyl-4H-1,3-benzodioxin-6-yl)-2-hydroxyethyl]amino}hexyl)oxy]butyl}benzenesulfonamide). Solvent: C(C)O.CCCCCCC (ethanol heptane). Product: CC1(OCC2=C(O1)C=CC(=C2)[C@@H](CNCCCCCCOCCCCC=2C=C(C=CC2)S(=O)(=O)N)O)C (3-{4-[(6-{[(2S)-2-(2,2-Dimethyl-4H-1,3-benzodioxin-6-yl)-2-hydroxyethyl]amino}hexyl)oxy]butyl}benzenesulfonamide). Isolated yield 23.8%. As a reaction SMILES: [CH3:1][C:2]1([CH3:37])[O:7][C:6]2[CH:8]=[CH:9][C:10]([CH:12]([OH:36])[CH2:13][NH:14][CH2:15][CH2:16][CH2:17][CH2:18][CH2:19][CH2:20][O:21][CH2:22][CH2:23][CH2:24][CH2:25][C:26]3[CH:27]=[C:28]([S:32]([NH2:35])(=[O:34])=[O:33])[CH:29]=[CH:30][CH:31]=3)=[CH:11][C:5]=2[CH2:4][O:3]1>C(O)C.CCCCCCC>[CH3:1][C:2]1([CH3:37])[O:7][C:6]2[CH:8]=[CH:9][C:10]([C@H:12]([OH:36])[CH2:13][NH:14][CH2:15][CH2:16][CH2:17][CH2:18][CH2:19][CH2:20][O:21][CH2:22][CH2:23][CH2:24][CH2:25][C:26]3[CH:27]=[C:28]([S:32]([NH2:35])(=[O:34])=[O:33])[CH:29]=[CH:30][CH:31]=3)=[CH:11][C:5]=2[CH2:4][O:3]1 |f:1.2|. Procedure details: Resolution of 3-{4-[(6-{[2-(2,2-dimethyl-4H-1,3-benzodioxin-6-yl)-2-hydroxyethyl]amino}hexyl)oxy]butyl}benzenesulfonamide (0.403 g) on an HPLC Chiralcel OJ column using 40% ethanol/heptane afforded the title compound (0.096 g). The reactants are CI, CN(C)C=O, [Cl-], [H-], [NH4+], [Na+], CC(=O)Nc1ccc(OCc2nc3ccccc3s2)cc1. The product is CC(=O)N(C)c1ccc(OCc2nc3ccccc3s2)cc1. Reaction SMILES: [CH3:24][I:25].[CH3:28][N:29]([CH3:30])[CH:31]=[O:32].[Cl-:26].[H-:1].[NH4+:27].[Na+:2].[s:3]1[c:4]([CH2:12][O:13][c:14]2[cH:15][cH:16][c:17]([NH:20][C:21]([CH3:22])=[O:23])[cH:18][cH:19]2)[n:5][c:6]2[c:7]1[cH:8][cH:9][cH:10][cH:11]2>>[s:3]1[c:4]([CH2:12][O:13][c:14]2[cH:15][cH:16][c:17]([N:20]([C:21]([CH3:22])=[O:23])[CH3:24])[cH:18][cH:19]2)[n:5][c:6]2[c:7]1[cH:8][cH:9][cH:10][cH:11]2. The reactants are O=C1CCC(=O)N1Br, COc1cccc(C=O)c1, CN(C)C=O, O. The product is COc1ccc(Br)c(C=O)c1. RXN SMILES: [Br:11][N:12]1[C:13](=[O:14])[CH2:15][CH2:16][C:17]1=[O:18].[CH:1]([c:2]1[cH:3][c:4]([O:8][CH3:9])[cH:5][cH:6][cH:7]1)=[O:10].[O:20]=[CH:21][N:22]([CH3:23])[CH3:24].[OH2:19]>>[CH:1]([c:2]1[cH:3][c:4]([O:8][CH3:9])[cH:5][cH:6][c:7]1[Br:11])=[O:10].